Task: describe an organic reaction: reactants, conditions, products, and yield. Dataset: the Open Reaction Database (ORD), a public repository of structured organic reaction records Reactants: O=C([O-])[O-], CCOC(C)=O, CN(C)C=O, ClCc1ccc(Cl)cc1, [K+], [K+], O, O=Cc1cccc(O)c1. Product: O=Cc1cccc(OCc2ccc(Cl)cc2)c1. RXN SMILES: [C:19](=[O:20])([O-:21])[O-:22].[C:26]([O:27][CH2:28][CH3:29])(=[O:30])[CH3:31].[CH3:32][N:33]([CH3:34])[CH:35]=[O:36].[Cl:10][c:11]1[cH:12][cH:13][c:14]([CH2:15][Cl:16])[cH:17][cH:18]1.[K+:23].[K+:24].[OH2:25].[OH:1][c:2]1[cH:3][c:4]([CH:5]=[O:6])[cH:7][cH:8][cH:9]1>>[O:1]([c:2]1[cH:3][c:4]([CH:5]=[O:6])[cH:7][cH:8][cH:9]1)[CH2:15][c:14]1[cH:13][cH:12][c:11]([Cl:10])[cH:18][cH:17]1. Reactants: ClC1=CC(=NN1CCCl)C (5-chloro-1(beta-chloroethyl)-3-methylpyrazole), [N+](=O)(O)[O-] (nitric acid). Solvent: S(O)(O)(=O)=O (sulfuric acid). Conditions: time 40 minute. Yields the product ClC1=C(C(=NN1CCCl)C)[N+](=O)[O-] (5-chloro-1-(beta-chloroethyl)-3-methyl-4-nitropyrazole). As a reaction SMILES: [Cl:1][C:2]1[N:6]([CH2:7][CH2:8][Cl:9])[N:5]=[C:4]([CH3:10])[CH:3]=1.[N+:11]([O-])([OH:13])=[O:12]>S(=O)(=O)(O)O>[Cl:1][C:2]1[N:6]([CH2:7][CH2:8][Cl:9])[N:5]=[C:4]([CH3:10])[C:3]=1[N+:11]([O-:13])=[O:12]. Reported procedure: 3.6 g (0.02 mole) of 5-chloro-1(beta-chloroethyl)-3-methylpyrazole was added slowly to 10 ml of concentrated sulfuric acid with swirling. Thereafter 5 ml of fuming nitric acid was then added slowly also with swirling. During the addition, the mixture became quite warm. It was allowed to stand at room temperature for 40 minutes and then poured onto ice. A white solid was formed and was filtered off, washed well with water and dried in vacuo at 56°C. Yields the product COC(=O)c1cnc(C2CCNCC2)nc1. As a reaction SMILES: [C:2]([O:3][C:4](=[O:5])[N:9]1[CH2:10][CH2:11][CH:12]([c:15]2[n:16][cH:17][c:18]([C:21](=[O:22])[O:23][CH3:24])[cH:19][n:20]2)[CH2:13][CH2:14]1)([CH3:6])([CH3:7])[CH3:8].[CH3:25][OH:26].[ClH:1]>>[NH:9]1[CH2:10][CH2:11][CH:12]([c:15]2[n:16][cH:17][c:18]([C:21](=[O:22])[O:23][CH3:24])[cH:19][n:20]2)[CH2:13][CH2:14]1. Reactants: COC(=O)c1cnc(C2CCN(C(=O)OC(C)(C)C)CC2)nc1, CO, Cl. The reactants are C1(=CC=CC=C1)OC (anisol), C1(\C=C/C(=O)O1)=O (maleic anhydride), [Cl-].[Al+3].[Cl-].[Cl-] (aluminum chloride). Solvent: ClCCl (dichloromethane). Yields the product COC1=CC=C(C(=O)C=CC(=O)O)C=C1 (3-(4-methoxybenzoyl)acrylic acid). Yield: 37.4%. Reaction SMILES: [C:1]1([O:7][CH3:8])[CH:6]=[CH:5][CH:4]=[CH:3][CH:2]=1.[C:9]1(=[O:15])[O:14][C:12](=[O:13])[CH:11]=[CH:10]1.[Cl-].[Al+3].[Cl-].[Cl-]>ClCCl>[CH3:8][O:7][C:1]1[CH:6]=[CH:5][C:4]([C:9]([CH:10]=[CH:11][C:12]([OH:14])=[O:13])=[O:15])=[CH:3][CH:2]=1 |f:2.3.4.5|. Procedure: In 200 ml of dichloromethane were dissolved 5.4 g of anisol and 4.98 g of maleic anhydride, and 9.95 g of anhydrous aluminum chloride was added gradually under ice-cooling with stirring. Then, the mixture was stirred at room temperature for 5 hours. The reaction solution was concentrated under reduced presource, and poured into a mixture of 10 ml of conc. hydrochloric acid and 150 g of ice, and the mixture was extracted with ethyl acetate. The organic layer was washed with water and dried over m... Reactants: ClC=1C=CC2=C(N(CCN(CC2)C)N)C1 (9-chloro-4-methyl-3,4,5,6-tetrahydro-2H-benzo[e][1,4]diazocin-1-ylamine), C1(CCCC1)=O (cyclopentanone), O.C1(=CC=C(C=C1)S(=O)(=O)O)C (p-toluenesulfonic acid monohydrate). Solvent: C(Cl)Cl (methylene chloride), C(CC)O (1-propanol). The product is ClC1=C2C3=C(N4C2=C(C=C1)CCN(CC4)C)CCC3 (8-Chloro-3-methyl-2,3,4,5,10,11-hexahydro-1H,9H-cyclopenta[b][1,4]diazocino[7,8,1-hi]indole). The yield is 30.5%. Reaction SMILES: [Cl:1][C:2]1[CH:3]=[CH:4][C:5]2[CH2:12][CH2:11][N:10]([CH3:13])[CH2:9][CH2:8][N:7](N)[C:6]=2[CH:15]=1.[C:16]1(=O)[CH2:20][CH2:19][CH2:18][CH2:17]1.O.C1(C)C=CC(S(O)(=O)=O)=CC=1>C(O)CC.C(Cl)Cl>[Cl:1][C:2]1[CH:3]=[CH:4][C:5]2[CH2:12][CH2:11][N:10]([CH3:13])[CH2:9][CH2:8][N:7]3[C:6]=2[C:15]=1[C:16]1[CH2:20][CH2:19][CH2:18][C:17]=13 |f:2.3|. Procedure details: To a solution of 9-chloro-4-methyl-3,4,5,6-tetrahydro-2H-benzo[e][1,4]diazocin-1-ylamine (3.5 g, 15.5 mmole) in 1-propanol (200 mL) was added cyclopentanone (20.0 ml, 226.1 mmole), followed by p-toluenesulfonic acid monohydrate (11.0 g, 57.8 mmole), and the resulting reaction mixture was refluxed for 30 hours. The reaction mixture was cooled to room temperature and solvent removed in vacuo to produce a brown residue. The residue was diluted with methylene chloride (300 mL) and washed with satura... The reactants are C\C(=C/CCC=O)\CCCCCCCCC ((E)-5-methyl-4-tetradecenal), C(Br)(Br)(Br)Br (CBr4), C1=CC=C(C=C1)P(C2=CC=CC=C2)C3=CC=CC=C3 (Ph3P). Run in ClCCl (dichloromethane), ClCCl (dichloromethane), ClCCl (dichloromethane). Reaction conditions: temperature 0 celsius. Yields the product BrC(=CCC\C=C(\CCCCCCCCC)/C)Br ((E)-1,1-dibromo-6-methyl-1,5-pentadecadiene). The yield is 77.7%. As a reaction SMILES: [C:1]([Br:5])(Br)(Br)[Br:2].C1C=CC(P(C2C=CC=CC=2)C2C=CC=CC=2)=CC=1.[CH3:25]/[C:26](/[CH2:32][CH2:33][CH2:34][CH2:35][CH2:36][CH2:37][CH2:38][CH2:39][CH3:40])=[CH:27]\[CH2:28][CH2:29][CH:30]=O>ClCCl>[Br:2][C:1]([Br:5])=[CH:30][CH2:29][CH2:28]/[CH:27]=[C:26](\[CH3:25])/[CH2:32][CH2:33][CH2:34][CH2:35][CH2:36][CH2:37][CH2:38][CH2:39][CH3:40]. Procedure details: A dichloromethane solution (100 ml) of CBr4 (85 g, 256 mmols) was added dropwise to a stirred and ice-cooled dichloromethane solution (300 ml) of Ph3P (138 g, 526 mmols). To the mixture, a dichloromethane solution (100 ml) of the (E)-5-methyl-4-tetradecenal (5) (29.0 g, 129 mmols) was added while being cooled at 0° C. and stirred, followed by stirring the mixture for 15 minutes at 0° C. The reaction of this mixture was terminated by ice-cooled water (100 ml), and after 20 minutes of stirring, th... Starting materials: O=C(Cl)Cl, CCOC(=O)c1ccc(OC2CCC(N)CC2)cc1, C1CC1, ClCCl, O. Yields the product CCOC(=O)c1ccc(OC2CCC(NC(=O)C3CC3)CC2)cc1. Reaction SMILES: [C:20](=[O:21])([Cl:22])[Cl:23].[CH2:1]([CH3:2])[O:3][C:4]([c:5]1[cH:6][cH:7][c:8]([O:11][CH:12]2[CH2:13][CH2:14][CH:15]([NH2:18])[CH2:16][CH2:17]2)[cH:9][cH:10]1)=[O:19].[CH2:24]1[CH2:25][CH2:26]1.[Cl:28][CH2:29][Cl:30].[OH2:27]>>[CH2:1]([CH3:2])[O:3][C:4]([c:5]1[cH:6][cH:7][c:8]([O:11][CH:12]2[CH2:13][CH2:14][CH:15]([NH:18][C:20](=[O:21])[CH:24]3[CH2:25][CH2:26]3)[CH2:16][CH2:17]2)[cH:9][cH:10]1)=[O:19]. Procedure: 4.5 g of 1-chloro-3-(2,6-dimethylpiperidino)-2-propanol is added to a mixture of 3.4 g of 2-(2-methoxyethoxy)phenol, 2.8 g of anhydrous potassium carbonate and 70 ml of acetone, and the resulting mixture is refluxed with stirring for 20 hours. The insoluble matter is then filtered off, and the filtrate is concentrated under reduced pressure. To the residue is added ether, and the ethereal solution is extracted with two 80 ml portions of 10% hydrochloric acid. The aqueous layer is made alkaline w... Isolated yield 67.4%. Starting materials: ClCC(CN1C(CCCC1C)C)O (1-chloro-3-(2,6-dimethylpiperidino)-2-propanol), COCCOC1=C(C=CC=C1)O (2-(2-methoxyethoxy)phenol), C([O-])([O-])=O.[K+].[K+] (potassium carbonate). Run in CC(=O)C (acetone). Yields the product CC1N(C(CCC1)C)CC(COC1=C(C=CC=C1)OCCOC)O (1-(2,6-dimethylpiperidino)-3-[2-(2-methoxyethoxy)phenoxy]-2-propanol). Reaction SMILES: Cl[CH2:2][CH:3]([OH:13])[CH2:4][N:5]1[CH:10]([CH3:11])[CH2:9][CH2:8][CH2:7][CH:6]1[CH3:12].[CH3:14][O:15][CH2:16][CH2:17][O:18][C:19]1[CH:24]=[CH:23][CH:22]=[CH:21][C:20]=1[OH:25].C(=O)([O-])[O-].[K+].[K+]>CC(C)=O>[CH3:12][CH:6]1[CH2:7][CH2:8][CH2:9][CH:10]([CH3:11])[N:5]1[CH2:4][CH:3]([OH:13])[CH2:2][O:25][C:20]1[CH:21]=[CH:22][CH:23]=[CH:24][C:19]=1[O:18][CH2:17][CH2:16][O:15][CH3:14] |f:2.3.4|. Run at time 20 hour.